This data is from the Open Reaction Database (ORD), a public repository of structured organic reaction records. The task is: describe an organic reaction: reactants, conditions, products, and yield Starting materials: S1C(=NC2=C1C=CC=C2)NC(=O)N2CCCC1=CC=C(C=C21)C2=CC=C(C(=N2)C(=O)OC)OCCOC2=CC=CC=C2 (methyl 6-(1-(benzo[d]thiazol-2-ylcarbamoyl)-1,2,3,4-tetrahydroquinolin-7-yl)-3-(2-phenoxyethoxy)picolinate), [Li+].[OH-] (LiOH), O (water). Solvent: CO (MeOH), C(C)OCC (diethyl ether). Product: S1C(=NC2=C1C=CC=C2)NC(=O)N2CCCC1=CC=C(C=C21)C2=CC=C(C(=N2)C(=O)O)OCCOC2=CC=CC=C2 (6-(1-(benzo[d]thiazol-2-ylcarbamoyl)-1,2,3,4-tetrahydroquinolin-7-yl)-3-(2-phenoxyethoxy)picolinic acid). The yield is 73.2%. Reaction SMILES: [S:1]1[C:5]2[CH:6]=[CH:7][CH:8]=[CH:9][C:4]=2[N:3]=[C:2]1[NH:10][C:11]([N:13]1[C:22]2[C:17](=[CH:18][CH:19]=[C:20]([C:23]3[N:28]=[C:27]([C:29]([O:31]C)=[O:30])[C:26]([O:33][CH2:34][CH2:35][O:36][C:37]4[CH:42]=[CH:41][CH:40]=[CH:39][CH:38]=4)=[CH:25][CH:24]=3)[CH:21]=2)[CH2:16][CH2:15][CH2:14]1)=[O:12].[Li+].[OH-].O>CO.C(OCC)C>[S:1]1[C:5]2[CH:6]=[CH:7][CH:8]=[CH:9][C:4]=2[N:3]=[C:2]1[NH:10][C:11]([N:13]1[C:22]2[C:17](=[CH:18][CH:19]=[C:20]([C:23]3[N:28]=[C:27]([C:29]([OH:31])=[O:30])[C:26]([O:33][CH2:34][CH2:35][O:36][C:37]4[CH:38]=[CH:39][CH:40]=[CH:41][CH:42]=4)=[CH:25][CH:24]=3)[CH:21]=2)[CH2:16][CH2:15][CH2:14]1)=[O:12] |f:1.2|. Procedure: The title compound 6-(1-(benzo[d]thiazol-2-ylcarbamoyl)-1,2,3,4-tetrahydroquinolin-7-yl)-3-(2-phenoxyethoxy)picolinic acid (27) was prepared by the following procedure: A mixture of methyl 6-(1-(benzo[d]thiazol-2-ylcarbamoyl)-1,2,3,4-tetrahydroquinolin-7-yl)-3-(2-phenoxyethoxy)picolinate (27D) (114 mg, 0.20 mmol) and LiOH (18 mg, 0.75 mmol) was stirred in MeOH (3 mL) and water (1 mL) for 20 hours. The mixture was diluted with diethyl ether (2 mL) and the aqueous layer was separated and acidified...